Dataset: the Open Reaction Database (ORD), a public repository of structured organic reaction records. Task: describe an organic reaction: reactants, conditions, products, and yield Starting materials: FC=1C=C(C(=C(C1)C=1C=C(C(N(C1)C)=O)NC1=CC=CC(=N1)N1C[C@H](CCC1)NC(C=C)=O)COC(C)=O)N1N=CC2=C(C1=O)SC1=C2CCCC1 (N-[(3S)-1-[6-[[5-[5-fluoro-2-(acetoxymethyl)-3-(4-oxo-6,7,8,9-tetrahydrobenzothiopheno[2,3-d]pyridazin-3-yl)phenyl]-1-methyl-2-oxo-3-pyridyl]amino]-2-pyridyl]-3-piperidyl]prop-2-enamide), O[Li].O (LiOH.H2O). The solvent is C1CCOC1.CC(C)O.O (THF i-PrOH water). Reaction conditions: time 2 hour. The product is FC=1C=C(C(=C(C1)C=1C=C(C(N(C1)C)=O)NC1=CC=CC(=N1)N1C[C@H](CCC1)NC(C=C)=O)CO)N1N=CC2=C(C1=O)SC1=C2CCCC1 (N-[(3S)-1-[6-[[5-[5-fluoro-2-(hydroxymethyl)-3-(4-oxo-6,7,8,9-tetrahydrobenzothiopheno[2,3-d]pyridazin-3-yl)phenyl]-1-methyl-2-oxo-3-pyridyl]amino]-2-pyridyl]-3-piperidyl]prop-2-enamide). Yield: 29.3%. RXN SMILES: [F:1][C:2]1[CH:3]=[C:4]([N:39]2[C:44](=[O:45])[C:43]3[S:46][C:47]4[CH2:52][CH2:51][CH2:50][CH2:49][C:48]=4[C:42]=3[CH:41]=[N:40]2)[C:5]([CH2:34][O:35]C(=O)C)=[C:6]([C:8]2[CH:9]=[C:10]([NH:16][C:17]3[N:22]=[C:21]([N:23]4[CH2:28][CH2:27][CH2:26][C@H:25]([NH:29][C:30](=[O:33])[CH:31]=[CH2:32])[CH2:24]4)[CH:20]=[CH:19][CH:18]=3)[C:11](=[O:15])[N:12]([CH3:14])[CH:13]=2)[CH:7]=1.O[Li].O>C1COCC1.CC(O)C.O>[F:1][C:2]1[CH:3]=[C:4]([N:39]2[C:44](=[O:45])[C:43]3[S:46][C:47]4[CH2:52][CH2:51][CH2:50][CH2:49][C:48]=4[C:42]=3[CH:41]=[N:40]2)[C:5]([CH2:34][OH:35])=[C:6]([C:8]2[CH:9]=[C:10]([NH:16][C:17]3[N:22]=[C:21]([N:23]4[CH2:28][CH2:27][CH2:26][C@H:25]([NH:29][C:30](=[O:33])[CH:31]=[CH2:32])[CH2:24]4)[CH:20]=[CH:19][CH:18]=3)[C:11](=[O:15])[N:12]([CH3:14])[CH:13]=2)[CH:7]=1 |f:1.2,3.4.5|. Procedure: A mixture of 115a (73 mg, 0.1 mmol) and LiOH.H2O (40 mg, 1 mmol) in THF/i-PrOH/water (2.0 mL/1.0 mL/1.0 mL) was stirred at rt for 2 h. The mixture was extracted with EA. The combined organic layers were dried over Na2SO4, filtered and concentrated. The residue was purified by prep-HPLC to give 115 (20 mg, 29%) as gray solid. 1H NMR (300 MHz, DMSO-d6, 80° C.): δ 8.42 (s, 1H), 8.40 (s, 1H), 8.00 (s, 1H), 7.77 (d, J=4.5 Hz, 1H), 7.41-7.29 (m, 5H), 6.44 (d, J=3 Hz, 1H), 6.25-6.17 (m, 2H), 5.55-5.50 ... Reactants: C1CCOC1, CC(C)(C)[O-], CCOCCl, [K+], N#Cc1ccc([N+](=O)[O-])[nH]1, O. Product: CCOCn1c(C#N)ccc1[N+](=O)[O-]. Reaction SMILES: [CH2:22]1[O:23][CH2:24][CH2:25][CH2:26]1.[CH3:11][C:12]([CH3:13])([O-:14])[CH3:15].[Cl:17][CH2:18][O:19][CH2:20][CH3:21].[K+:16].[N+:1](=[O:2])([O-:3])[c:4]1[cH:5][cH:6][c:7]([C:9]#[N:10])[nH:8]1.[OH2:27]>>[N+:1](=[O:2])([O-:3])[c:4]1[cH:5][cH:6][c:7]([C:9]#[N:10])[n:8]1[CH2:18][O:19][CH2:20][CH3:21]. The reactants are 1, CC=1N=C(NC1)C1=CC=CC=C1 (methyl-2-phenylimidazole), C=O (formaldehyde), C(C1=CC=CC=C1)C1CCNCC1 (4-benzylpiperidine). The solvent is C(C)(=O)O (acetic acid). Conditions: temperature 100 celsius. The product is CC1=C(N=C(N1)C1=CC=CC=C1)CN1CCC(CC1)CC1=CC=CC=C1 (methyl-2-phenyl-4-[(4-benzylpiperidin-1-yl)methyl]-imidazole). As a reaction SMILES: [CH3:1][C:2]1[N:3]=[C:4]([C:7]2[CH:12]=[CH:11][CH:10]=[CH:9][CH:8]=2)[NH:5][CH:6]=1.[CH2:13]=O.[CH2:15]([CH:22]1[CH2:27][CH2:26][NH:25][CH2:24][CH2:23]1)[C:16]1[CH:21]=[CH:20][CH:19]=[CH:18][CH:17]=1>C(O)(=O)C>[CH3:13][C:6]1[NH:5][C:4]([C:7]2[CH:8]=[CH:9][CH:10]=[CH:11][CH:12]=2)=[N:3][C:2]=1[CH2:1][N:25]1[CH2:26][CH2:27][CH:22]([CH2:15][C:16]2[CH:21]=[CH:20][CH:19]=[CH:18][CH:17]=2)[CH2:23][CH2:24]1. Procedure details: To a solution of 1 g of 1 methyl-2-phenylimidazole in 10 mL acetic acid were added 0.4 mL of 37% aqueous formaldehyde and 1.2 mL of 4-benzylpiperidine. The reaction mixture was heated at 100° C. for 10 hours and the acetic acid then removed by evaporated under reduced pressure. The residue was dissolved in water and made alkaline with 5% sodium hydroxide and extracted with 2×100 mL of dichloromethane. The combined extracts were dried over anhydrous sodium sulfate and concentrated to small volume... Reactants: FC1=CC=C(C=C1)C1=C(CCC1)C1=CC=C(C=C1)SC (1-[2-(4-fluorophenyl) cyclopenten-1-yl]-4-(methylthio)benzene), OOS(=O)[O-].[K+] (Oxone), KHSO5, CO (methanol). The solvent is O (water). Reaction conditions: time 4 hour. The product is FC1=CC=C(C=C1)C1=C(CCC1)C1=CC=C(C=C1)S(=O)(=O)C (1-[2-(4-fluorophenyl) cyclopenten-1-yl]-4- (methylsulfonyl)benzene). Yield: 54.0%. RXN SMILES: [F:1][C:2]1[CH:7]=[CH:6][C:5]([C:8]2[CH2:12][CH2:11][CH2:10][C:9]=2[C:13]2[CH:18]=[CH:17][C:16](SC)=[CH:15][CH:14]=2)=[CH:4][CH:3]=1.O[O:22][S:23]([O-:25])=O.[K+].[CH3:27]O>O>[F:1][C:2]1[CH:3]=[CH:4][C:5]([C:8]2[CH2:12][CH2:11][CH2:10][C:9]=2[C:13]2[CH:14]=[CH:15][C:16]([S:23]([CH3:27])(=[O:25])=[O:22])=[CH:17][CH:18]=2)=[CH:6][CH:7]=1 |f:1.2|. Reported procedure: A solution of 1.5 g (5. mmol) of 1-[2-(4-fluorophenyl) cyclopenten-1-yl]-4-(methylthio)benzene (Step 3) in 46 mL of methanol/thf (1:1) was slowly treated with 5.2 g (8.4 mmol) of Oxone® [2 KHSO5.K2SO4 ] in 23 mL of water. After stirring for 4 h, the solvent was removed in vacuo. The residue was dissolved in ethyl acetate and washed with water and brine, dried (MgSO4), and reconcentrated. Recrystallization from ethyl acetate/hexane provided 960 mg (54%) of 1-[2-(4-fluorophenyl) cyclopenten-1-yl]-... Starting materials: O=C1NC(=O)c2c(Br)c(Br)c(Br)c(Br)c21, O=C(Cl)c1cc(Cl)ccc1Cl, [K], C1COCCO1. The product is O=C(c1cc(Cl)ccc1Cl)N1C(=O)c2c(Br)c(Br)c(Br)c(Br)c2C1=O. As a reaction SMILES: [Br:2][c:3]1[c:4]2[c:5]([c:11]([Br:16])[c:12]([Br:15])[c:13]1[Br:14])[C:6](=[O:7])[NH:8][C:9]2=[O:10].[Cl:17][c:18]1[c:19]([C:20](=[O:21])[Cl:22])[cH:23][c:24]([Cl:27])[cH:25][cH:26]1.[K:1].[O:28]1[CH2:29][CH2:30][O:31][CH2:32][CH2:33]1>>[Br:2][c:3]1[c:4]2[c:5]([c:11]([Br:16])[c:12]([Br:15])[c:13]1[Br:14])[C:6](=[O:7])[N:8]([C:20]([c:19]1[c:18]([Cl:17])[cH:26][cH:25][c:24]([Cl:27])[cH:23]1)=[O:21])[C:9]2=[O:10]. Product: BrC=1C(N(C=NC1OCC1=CC=C(C=C1)C(F)(F)F)C)=O (5-bromo-6-(4'-trifluoromethylbenzyloxy)-3-methyl-4(3H)-pyrimidinone). Procedure details: Sodium hydride (55% in mineral oil) (0.22 g) was suspended in 10 ml of dioxane, and then 0.88 g of 4-trifluoromethylbenzyl alcohol was added thereto. The resulting mixture was stirred for one hour at room temperature, then incorporated with 1.12 g of 5-bromo-6-chloro-3-methyl-4(3H)-pyrimidinone and stirred for 15 hours. The resulting solution was poured into water, and the resulting crystals were filtered off and then recrystallized from a benzene-hexane mixture to give 1.60 g of the intended pr... Isolated yield 88.2%. Reactants: [H-].[Na+] (Sodium hydride), O (water), FC(C1=CC=C(CO)C=C1)(F)F (4-trifluoromethylbenzyl alcohol), BrC=1C(N(C=NC1Cl)C)=O (5-bromo-6-chloro-3-methyl-4(3H)-pyrimidinone). The solvent is O1CCOCC1 (dioxane). Reaction conditions: time 1 hour. Reaction SMILES: [H-].[Na+].[F:3][C:4]([F:14])([F:13])[C:5]1[CH:12]=[CH:11][C:8]([CH2:9][OH:10])=[CH:7][CH:6]=1.[Br:15][C:16]1[C:17](=[O:24])[N:18]([CH3:23])[CH:19]=[N:20][C:21]=1Cl.O>O1CCOCC1>[Br:15][C:16]1[C:17](=[O:24])[N:18]([CH3:23])[CH:19]=[N:20][C:21]=1[O:10][CH2:9][C:8]1[CH:11]=[CH:12][C:5]([C:4]([F:13])([F:14])[F:3])=[CH:6][CH:7]=1 |f:0.1|. Starting materials: BrN1C(CCC1=O)=O (N-bromosuccinimide), N(=NC1(CCCCC1)C#N)C1(CCCCC1)C#N (azobis(cyclohexanecarbonitrile)), COC(C1=C(C(=CC=C1)OCOC)C)=O (3-methoxymethoxy-2-methyl-benzoic acid methyl ester). The solvent is C(Cl)(Cl)(Cl)Cl (carbon tetrachloride). Run at time 3.5 hour. The product is COC(C1=C(C(=CC=C1)OCOC)CBr)=O (2-bromomethyl-3-methoxymethoxy-benzoic acid methyl ester). The yield is 99.9%. Reaction SMILES: [Br:1]N1C(=O)CCC1=O.N(C1(C#N)CCCCC1)=NC1(C#N)CCCCC1.[CH3:27][O:28][C:29](=[O:41])[C:30]1[CH:35]=[CH:34][CH:33]=[C:32]([O:36][CH2:37][O:38][CH3:39])[C:31]=1[CH3:40]>C(Cl)(Cl)(Cl)Cl>[CH3:27][O:28][C:29](=[O:41])[C:30]1[CH:35]=[CH:34][CH:33]=[C:32]([O:36][CH2:37][O:38][CH3:39])[C:31]=1[CH2:40][Br:1]. Procedure: In a 25 ml round-bottom flask, N-bromosuccinimide (236 mg, 1.3 mmol) and azobis(cyclohexanecarbonitrile) (33 mg, 0.14 mmol) were added to a solution of 3-methoxymethoxy-2-methyl-benzoic acid methyl ester (265 mg, 1.26 mmol) in carbon tetrachloride (6.5 ml). The reaction was heated to reflux with stirring for 3.5 hours. The volatiles were removed in vacuo and the residue purified by silica gel chromatography using a mixture of hexanes/ethyl acetate (9:1) as eluent, which afforded 364 mg (100%) of... Starting materials: P(O)(O)(O)=O (phosphoric acid), PHAL-DHQD, Ag AgCl, Na4Fe(CN)6.10H2O, C(=O)([O-])[O-].[K+].[K+] (K2CO3), CC(C)(C)O (t-BuOH), CC(=C)C1=CC=CC=C1 (α-methylstyrene). The reagents and catalysts are O=[Os](=O)(=O)=O (OsO4). The solvent is O (water). Run at time 4 hour. Product: C1(=CC=CC=C1)[C@@](CO)(C)O ((R)-2-phenyl-1,2-propanediol). Isolated yield 94.5%. Reaction SMILES: P(=O)(O)(O)O.C([O-])([O-])=[O:7].[K+].[K+].[CH3:12][C:13]([OH:16])([CH3:15])[CH3:14].[CH3:17][C:18]([C:20]1C=CC=[CH:22][CH:21]=1)=C>O=[Os](=O)(=O)=O.O>[C:12]1([C@:13]([OH:16])([CH3:15])[CH2:14][OH:7])[CH:22]=[CH:21][CH:20]=[CH:18][CH:17]=1 |f:1.2.3|. Reported procedure: The cathode compartment of a divided glass H-cell as described in Example 6.1 is charged with 40 mL of 10% phosphoric acid, and the anode compartment is charged with Na4Fe(CN)6.10H2O (3.9 g, 8.0 mmol), K2CO3 (8.3 g, 60 mmol) and t-BuOH (50 mL)/water (50 mL), the chiral ligand, PHAL-DHQD (878 mg. 0.10 mmol), OsO4 (0.196M in toluene, 0.05 mL, 0.01 mmol) and α-methylstyrene (2.4 g, 20 mmol). The mixture is electrolyzed at 0.4 V (vs ref. Ag/AgCl) at 15° C. until about 4253 coulombs of electricity is...